This data is from the Open Reaction Database (ORD), a public repository of structured organic reaction records. The task is: describe an organic reaction: reactants, conditions, products, and yield The reactants are C1(=CC=CC=C1)CC(=S)O (phenylthioacetic acid), C1(CCCCC1)N=C=NC1CCCCC1 (N,N'-dicyclohexylcarbodiimide), N[C@H]1[C@@H]2N(C(=C(CS2)CC)C(=O)OC(C)(C)C)C1=O (t-butyl 7β-amino-3-ethylceph-3-em-4-carboxylate), N=C=N (carbodiimide). Run in C(Cl)Cl (methylene chloride), C(Cl)Cl (methylene chloride), C(Cl)Cl (methylene chloride). Run at time 2 hour. The product is C(C)C=1CS[C@H]2N(C1C(=O)OC(C)(C)C)C([C@H]2NC(CC2=CC=CC=C2)=S)=O (t-Butyl 3-Ethyl-7β-phenylthioacetamidoceph-3-em-4-carboxylate). As a reaction SMILES: C1(N=C=NC2CCCCC2)CCCCC1.[NH2:16][C@@H:17]1[C:33](=[O:34])[N:19]2[C:20]([C:26]([O:28][C:29]([CH3:32])([CH3:31])[CH3:30])=[O:27])=[C:21]([CH2:24][CH3:25])[CH2:22][S:23][C@H:18]12.[C:35]1([CH2:41][C:42](O)=[S:43])[CH:40]=[CH:39][CH:38]=[CH:37][CH:36]=1.N=C=N>C(Cl)Cl>[CH2:24]([C:21]1[CH2:22][S:23][C@@H:18]2[C@H:17]([NH:16][C:42](=[S:43])[CH2:41][C:35]3[CH:40]=[CH:39][CH:38]=[CH:37][CH:36]=3)[C:33](=[O:34])[N:19]2[C:20]=1[C:26]([O:28][C:29]([CH3:30])([CH3:32])[CH3:31])=[O:27])[CH3:25]. Reported procedure: A solution of N,N'-dicyclohexylcarbodiimide (620 mg, 3 mmole) in dry methylene chloride (15 ml.) was added to a stirred solution of t-butyl 7β-amino-3-ethylceph-3-em-4-carboxylate (853 mg. 3 mmole) in dry methylene chloride (10 ml.). A solution of phenylthioacetic acid (505 mg. 3 mmole) in dry methylene chloride (10 ml.) was added over 5 minutes to the mixture which was stirred at ca. 20° for 2 hours. A further portion of carbodiimide (124 mg., 0.6 mmole) was added, and the mixture was stirred f... The reactants are FC1=CC(=C(C(=O)OC2CCN(CC2)CC2=CC=CC=C2)C=C1)NC(C(F)(F)F)=O (1-benzyl-piperidin-4-yl 4-fluoro-2-trifluoroacetamido-benzoate), [Cl-].[Na+] (sodium chloride). Solvent: N1CCCCC1 (piperidine). Run at time 48 hour. Product: NC1=C(C(=O)OC2CCN(CC2)CC2=CC=CC=C2)C=CC(=C1)F (1-benzyl-piperidin-4-yl 2-amino-4-fluoro-benzoate). The yield is 92.5%. RXN SMILES: [F:1][C:2]1[CH:23]=[CH:22][C:5]([C:6]([O:8][CH:9]2[CH2:14][CH2:13][N:12]([CH2:15][C:16]3[CH:21]=[CH:20][CH:19]=[CH:18][CH:17]=3)[CH2:11][CH2:10]2)=[O:7])=[C:4]([NH:24]C(=O)C(F)(F)F)[CH:3]=1.[Cl-].[Na+]>N1CCCCC1>[NH2:24][C:4]1[CH:3]=[C:2]([F:1])[CH:23]=[CH:22][C:5]=1[C:6]([O:8][CH:9]1[CH2:14][CH2:13][N:12]([CH2:15][C:16]2[CH:21]=[CH:20][CH:19]=[CH:18][CH:17]=2)[CH2:11][CH2:10]1)=[O:7] |f:1.2|. Procedure: 1.145 g (0.0027 mol) of 1-benzyl-piperidin-4-yl 4-fluoro-2-trifluoroacetamido-benzoate were suspended in 25 ml of 1N aqueous piperidine in an ultrasound bath for 1/2 hr. and subsequently stirred at room temperature for 48 hrs. The suspension was treated with semi-saturated aqueous sodium chloride solution and extracted with ethyl acetate. The organic phases were dried over sodium sulfate and concentrated and the residue was chromatographed on silica gel with ethyl acetate/hexane (1:3). 0.82 g (9... Procedure details: The same operation as in Example (160c) was performed using methyl cis(±)-2-(4-{[(benzyloxy)carbonyl]amino}-3-methoxypiperidin-1-yl)-6-methylpyridine-4-carboxylate obtained in Example (166a) (38.8 mg) and a 10% palladium-carbon catalyst (40 mg), to obtain 23.9 mg of the title compound as a colorless oily substance. The resulting compound was used for the next reaction without purification. Reactants: C(C1=CC=CC=C1)OC(=O)N[C@@H]1[C@@H](CN(CC1)C1=NC(=CC(=C1)C(=O)OC)C)OC (Methyl cis(±)-2-(4-{[(benzyloxy)carbonyl]amino}-3-methoxypiperidin-1-yl)-6-methylpyridine-4-carboxylate). The product is N[C@@H]1[C@@H](CN(CC1)C1=NC(=CC(=C1)C(=O)OC)C)OC (Methyl cis(±)-2-(4-amino-3-methoxypiperidin-1-yl)-6-methylpyridine-4-carboxylate). Reaction SMILES: C(OC([NH:11][C@H:12]1[CH2:17][CH2:16][N:15]([C:18]2[CH:23]=[C:22]([C:24]([O:26][CH3:27])=[O:25])[CH:21]=[C:20]([CH3:28])[N:19]=2)[CH2:14][C@H:13]1[O:29][CH3:30])=O)C1C=CC=CC=1>[C].[Pd]>[NH2:11][C@H:12]1[CH2:17][CH2:16][N:15]([C:18]2[CH:23]=[C:22]([C:24]([O:26][CH3:27])=[O:25])[CH:21]=[C:20]([CH3:28])[N:19]=2)[CH2:14][C@H:13]1[O:29][CH3:30] |f:1.2|. The yield is 91.2%. Reagents/catalysts: [C].[Pd] (palladium-carbon). Starting materials: acyl, arylthioamino, 1-lower alkoxycarbonyl-2-propylideneamino, [H][H] (hydrogen), acylamino, [H][H] (hydrogen), alkali metal salt, esterified carboxyl, lower alkanoylamino, tri-lower alkylsilyl, lower alkoxy, lower alkoxycarbonyloxy, lower alkoxy-substituted, ClCl (chlorine), 2-halogeno-lower alkoxycarbonyloxy, phenyllower alkoxycarbonyl, [H][H] (hydrogen), lower alkoxy, [S] (sulphur), lower alkoxy, lower alkoxy, halogen, phenyl-lower alkoxycarbonyl, O=O (oxygen), 2-halogeno-lower alkoxycarbonylamino, [H][H] (hydrogen), tri-lower alkylsilyloxy, S1CC=CN2[C@H]1CC2=O (3-cephem), halogeno-lower alkanoylamino, N[N+]1=CC=CC=C1 (aminopyridinium), NC1=CC=[NH+]C=C1 (4-aminopyridinium), O,O'-di-lower alkylphosphono, 3- or 4-hydroxyphenyl, lower alkoxycarbonylamino, alkali metal salt, acylamino, 2- or 3-thienyl, lower alkyl, [H][H] (hydrogen), optionally halogenated lower alkoxycarbonyl, [Na] (sodium), esterified carboxyl, acyloxy, nitro-substituted phenyl-lower alkoxycarbonylamino, 5-amino-5-carboxy-valeryl, arylsulphonylamino, 2-halogeno-lower alkoxy, CC1=CC=C(C=C1)S(=O)(=O)N (4-methylphenylsulphonylamine), amino, BrBr (bromine), O-lower alkylphosphono, [Na] (sodium). The product is 1-oxides, S1CC=CN2[C@H]1CC2=O (3-cephem), S1C=CCN2[C@H]1CC2=O (2-cephem). Reaction SMILES: [S:1]1[C@@H:6]2[CH2:7][C:8](=[O:9])[N:5]2[CH:4]=[CH:3][CH2:2]1.[H][H].N[N+]1C=CC=CC=1.NC1C=C[NH+]=CC=1.O=O.[S].CC1C=CC(S(N)(=O)=O)=CC=1.[Na].ClCl.BrBr>>[S:1]1[C@@H:6]2[CH2:7][C:8](=[O:9])[N:5]2[CH:4]=[CH:3][CH2:2]1.[S:1]1[C@@H:6]2[CH2:7][C:8](=[O:9])[N:5]2[CH2:4][CH:3]=[CH:2]1 |^3:27,^1:39|. Reported procedure: The invention above all relates to the manufacture of 3-cephem compounds of the formula IA, wherein R1a denotes hydrogen or an acyl group of the formula ##STR6## wherein Ra denotes phenyl or hydroxyphenyl, for example 3- or 4-hydroxyphenyl, also hydroxy-chlorophenyl, for example 3-chloro-4-hydroxyphenyl or 3,5-dichloro-4-hydroxy-phenyl, it being possible for hydroxy substituents in such radicals to be protected by acyl radicals, such as optionally halogenated lower alkoxycarbonyl radicals, for e... Starting materials: O=C([O-])O, COCOc1ccc(C(OC(=O)c2ccccc2)C(C(=O)OC)N(C)Sc2ccccc2[N+](=O)[O-])cc1, ClCCl, [Na+], O=C(O)C(F)(F)F, Sc1ccccc1. Yields the product CNC(C(=O)OC)C(OC(=O)c1ccccc1)c1ccc(OCOC)cc1. As a reaction SMILES: [C:52](=[O:53])([OH:54])[O-:55].[CH3:1][O:2][C:3]([CH:4]([N:5]([S:6][c:7]1[cH:8][cH:9][cH:10][cH:11][c:12]1[N+:13]([O-:14])=[O:15])[CH3:16])[CH:17]([c:18]1[cH:19][cH:20][c:21]([O:24][CH2:25][O:26][CH3:27])[cH:22][cH:23]1)[O:28][C:29]([c:30]1[cH:31][cH:32][cH:33][cH:34][cH:35]1)=[O:36])=[O:37].[Cl:57][CH2:58][Cl:59].[Na+:56].[OH:45][C:46]([C:47]([F:48])([F:49])[F:50])=[O:51].[SH:38][c:39]1[cH:40][cH:41][cH:42][cH:43][cH:44]1>>[CH3:1][O:2][C:3]([CH:4]([NH:5][CH3:16])[CH:17]([c:18]1[cH:19][cH:20][c:21]([O:24][CH2:25][O:26][CH3:27])[cH:22][cH:23]1)[O:28][C:29]([c:30]1[cH:31][cH:32][cH:33][cH:34][cH:35]1)=[O:36])=[O:37]. Reported procedure: Alkylation of 4-bromophenol with 3-methoxybenzyl chloride according to the procedure described in J. Chem. Soc, 2431 (1958) gave 4-bromo-2-(3′-methoxybenzyl)phenol. This material was converted to compound 75, mp 97-101.5° C., and compound 76, mp 102-106° C., by the procedure similar to that in Example 18 method B. Reaction SMILES: [Br:1][C:2]1[CH:7]=[CH:6][C:5]([OH:8])=[CH:4][CH:3]=1.[CH3:9][O:10][C:11]1[CH:12]=[C:13]([CH:16]=[CH:17][CH:18]=1)[CH2:14]Cl>>[Br:1][C:2]1[CH:7]=[CH:6][C:5]([OH:8])=[C:4]([CH2:14][C:13]2[CH:16]=[CH:17][CH:18]=[C:11]([O:10][CH3:9])[CH:12]=2)[CH:3]=1. The product is BrC1=CC(=C(C=C1)O)CC1=CC(=CC=C1)OC (4-bromo-2-(3′-methoxybenzyl)phenol). Reactants: BrC1=CC=C(C=C1)O (4-bromophenol), COC=1C=C(CCl)C=CC1 (3-methoxybenzyl chloride). The reactants are CN1C(CCC1)=O (N-methylpyrrolidone), C(CC)[C@@H]1CC[C@H](CC1)C=CBr (2-(trans-4-propylcyclohexyl)ethenyl bromide), [Cu](C#N)C#N (copper cyanide), ferric chloride. The solvent is Cl (hydrochloric acid). Product: C(CC)[C@@H]1CC[C@H](CC1)C=CC#N (3-(trans-4-propylcyclohexyl)acrylonitrile). Reaction SMILES: C[N:2]1[CH2:6][CH2:5][CH2:4][C:3]1=O.[CH2:8]([C@H:11]1[CH2:16][CH2:15][C@H](C=CBr)[CH2:13][CH2:12]1)[CH2:9][CH3:10].[Cu](C#N)C#N>Cl>[CH2:8]([C@H:11]1[CH2:16][CH2:15][C@H:6]([CH:5]=[CH:4][C:3]#[N:2])[CH2:13][CH2:12]1)[CH2:9][CH3:10]. Procedure details: To 30 ml of N-methylpyrrolidone was dissolved 3 g of 2-(trans-4-propylcyclohexyl)ethenyl bromide, 2 g of copper cyanide was added thereto, and then stirred under reflux by heating for 7 hours. A solution of ferric chloride in 6N hydrochloric acid was added to the reaction liquid, and extracted with toluene. The organic layer thus obtained was washed with water, dried, and then concentrated under a reduced pressure to obtain a brown oily product. This product was isolated and purified by using si... The reactants are [H-].[Al+3].[Li+].[H-].[H-].[H-] (lithium aluminum hydride), C(C1=CC=CC=C1)OC(=O)N[C@H](C(=O)O)CCNC(=O)OC(C)(C)C ((2S)-2-{[(benzyloxy)carbonyl]amino}-4-[(tert-butoxycarbonyl)amino]butanoic acid), solution, CN1CCOCC1 (4-methylmorpholine), ClC(=O)OCC (ethyl chloroformate). Solvent: O1CCCC1 (tetrahydrofuran), O1CCCC1 (tetrahydrofuran). Product: C(C1=CC=CC=C1)OC(N[C@@H](CCNC(=O)OC(C)(C)C)CO)=O (Benzyl[(1S)-3-[(tert-butoxycarbonyl)amino]-1-(hydroxymethyl)propyl]carbamate). Reaction SMILES: [CH2:1]([O:8][C:9]([NH:11][C@@H:12]([CH2:16][CH2:17][NH:18][C:19]([O:21][C:22]([CH3:25])([CH3:24])[CH3:23])=[O:20])[C:13](O)=[O:14])=[O:10])[C:2]1[CH:7]=[CH:6][CH:5]=[CH:4][CH:3]=1.CN1CCOCC1.ClC(OCC)=O.[H-].[Al+3].[Li+].[H-].[H-].[H-]>O1CCCC1>[CH2:1]([O:8][C:9](=[O:10])[NH:11][C@H:12]([CH2:13][OH:14])[CH2:16][CH2:17][NH:18][C:19]([O:21][C:22]([CH3:23])([CH3:24])[CH3:25])=[O:20])[C:2]1[CH:3]=[CH:4][CH:5]=[CH:6][CH:7]=1 |f:3.4.5.6.7.8|. Procedure: Preparation takes place in analogy to Example 83A from 300 mg (0.85 mmol) of (2S)-2-{[(benzyloxy)carbonyl]amino}-4-[(tert-butoxycarbonyl)amino]butanoic acid in 10 ml of tetrahydrofuran with 86 mg (0.85 mmol) of 4-methylmorpholine, 92 mg (0.85 mmol) of ethyl chloroformate and 1.7 ml (1.70 mmol) of a 1M solution of lithium aluminum hydride in tetrahydrofuran. The product is reacted without further purification. RXN SMILES: [CH3:1][C@@:2]1([OH:19])[C@H:6]([OH:7])[C@@H:5]([CH2:8][OH:9])[O:4][C@H:3]1[N:10]1[CH:17]=[C:16](F)[C:14]([NH2:15])=[N:13][C:11]1=[O:12].C[C@@]1(O)[C@H](O)[C@@H](CO)O[C@H]1N1C=C(F)C(=O)NC1=O>>[CH3:1][C@@:2]1([OH:19])[C@H:6]([OH:7])[C@@H:5]([CH2:8][OH:9])[O:4][C@H:3]1[N:10]1[CH:17]=[CH:16][C:14]([NH2:15])=[N:13][C:11]1=[O:12]. Product: O-glycoside, C[C@@]1([C@@H](O[C@@H]([C@H]1O)CO)N1C(=O)N=C(N)C=C1)O (2′-C-methylcytidine). Procedure details: Walton et al. described the synthesis of 2′-C-methyladenosine from 2-C-methyl-D-ribono-lactone (Walton et al., J. Am. Chem. Soc., 88(19):4524-5 (1966)). In this case, the lactone was converted into its 2,3,5-tri-O-benzoyl derivative, and then reduced with bis(3-methyl-2-butyl)borane to provide an anomeric mixture of 2,3,5-tri-O-benzoyl-2-C-methyl-D-ribofuranose (Id.). Attempts at separating the anomeric mixture both on acid-washed alumina and on silica gel resulted in rearrangement to 1,3,5-tetr... The reactants are C[C@@]1([C@@H](O[C@@H]([C@H]1O)CO)N1C(=O)N=C(N)C(=C1)F)O (2′-C-methyl-5-fluorocytidine), C[C@@]1([C@@H](O[C@@H]([C@H]1O)CO)N1C(=O)NC(=O)C(=C1)F)O (2′-C-methyl-5-fluorouridine), 2′- and 3′-C-methylcytidine, Nucleosides. The reactants are [OH-].[Na+] (NaOH), C(=O)(OC)CC1C(OC(C1)CCCCCCC1=C(C=C(C=C1)Cl)Cl)=O (3-(carbomethoxymethyl)-5-[6-(2,4-dichlorophenyl)hexyl]tetrahydrofuran-2-one), Cl (HCl). Run in CO (methanol). Conditions: time 5 minute. The product is C(=O)(O)C[C@@H]1C(O[C@@H](C1)CCCCCCC1=C(C=C(C=C1)Cl)Cl)=O ((3R*,5R*) 3-(Carboxymethyl)-5-[6-(2,4-dichlorophenyl)hexyl]tetrahydrofuran-2-one). Yield: 0.1%. As a reaction SMILES: [OH-].[Na+].[C:3]([CH2:7][CH:8]1[CH2:12][CH:11]([CH2:13][CH2:14][CH2:15][CH2:16][CH2:17][CH2:18][C:19]2[CH:24]=[CH:23][C:22]([Cl:25])=[CH:21][C:20]=2[Cl:26])[O:10][C:9]1=[O:27])([O:5]C)=[O:4].Cl>CO>[C:3]([CH2:7][C@H:8]1[CH2:12][C@@H:11]([CH2:13][CH2:14][CH2:15][CH2:16][CH2:17][CH2:18][C:19]2[CH:24]=[CH:23][C:22]([Cl:25])=[CH:21][C:20]=2[Cl:26])[O:10][C:9]1=[O:27])([OH:5])=[O:4] |f:0.1|. Reported procedure: Aqueous NaOH (1M, 1.43 ml, 1.43 mmol) was added slowly to a stirred solution of the diastereoisomers of ±3-(carbomethoxymethyl)-5-[6-(2,4-dichlorophenyl)hexyl]tetrahydrofuran-2-one (185 mg, 0. 478 mmol) in methanol (5 ml) at 0° C. After 5 min at 0° C., the mixture was stirred at room temperature for 6 h, then poured into aqueous HCl and extracted with ether. The solvent was removed under vacuum and the residue heated at 60° C. in a 1:1 mixture of 3M aqueous HCl and tetrahydrofuran for 6 h. The m...